From a dataset of the Open Reaction Database (ORD), a public repository of structured organic reaction records. describe an organic reaction: reactants, conditions, products, and yield Starting materials: FC=1C=C(C(=O)OCC)C=C(C1C)[N+](=O)[O-] (3-Fluoro-4-methyl-5-nitro-benzoic acid, ethyl ester). The reagents and catalysts are [Pd] (Pd/C). Solvent: C(C)O (ethanol). Product: NC=1C=C(C(=O)OCC)C=C(C1C)F (3-Amino-5-fluoro-4-methyl-benzoic acid, ethyl ester). The yield is 96.7%. As a reaction SMILES: [F:1][C:2]1[CH:3]=[C:4]([CH:10]=[C:11]([N+:14]([O-])=O)[C:12]=1[CH3:13])[C:5]([O:7][CH2:8][CH3:9])=[O:6]>C(O)C.[Pd]>[NH2:14][C:11]1[CH:10]=[C:4]([CH:3]=[C:2]([F:1])[C:12]=1[CH3:13])[C:5]([O:7][CH2:8][CH3:9])=[O:6]. Procedure: 3-Fluoro-4-methyl-5-nitro-benzoic acid, ethyl ester (Example 169a, 1.43 g) in ethanol (30 mL) was pumped continously through a Pd/C cartridge for 4 h under an atmosphere of hydrogen. The solvents were removed to give the subtitle product (1.20 g) as a solid. The reactants are ClC1=C(C=CC(=O)O)C=CC=C1Cl (2,3-dichlorocinnamic acid), [Mg] (magnesium), [Cl-].[NH4+] (ammonium chloride). Solvent: CO (methanol). Reaction conditions: time 3 day. Product: ClC1=C(C=CC=C1Cl)CCC(=O)O (3-(2,3-dichlorophenyl)propionic acid). Yield: 90.4%. Reaction SMILES: [Cl:1][C:2]1[C:12]([Cl:13])=[CH:11][CH:10]=[CH:9][C:3]=1[CH:4]=[CH:5][C:6]([OH:8])=[O:7].[Mg].[Cl-].[NH4+]>CO>[Cl:1][C:2]1[C:12]([Cl:13])=[CH:11][CH:10]=[CH:9][C:3]=1[CH2:4][CH2:5][C:6]([OH:8])=[O:7] |f:2.3|. Procedure details: To a solution of 2,3-dichlorocinnamic acid (1.0 g) in methanol (50 mL), magnesium (1.34 g) was added under ice-cooling and the resultant reaction mixture was stirred at room temperature for 3 days. To the reaction mixture, a saturated ammonium chloride aqueous solution was added and the resultant reaction mixture was extracted with dichloromethane. The organic phase was washed with a saturated saline and was dried over anhydrous sodium sulfate. From the organic phase, the solvent was distilled o... Reactants: C(C)(=O)OCCCCCCCCC1CC2=C(C(=C(C(=C2C1)OC)OC)OC)OC (8-(4,5,6,7-tetramethoxyindan-2-yl)octyl acetate), O=[N+]([O-])[O-].[O-][N+]([O-])=O.[O-][N+]([O-])=O.[O-][N+]([O-])=O.[O-][N+]([O-])=O.[O-][N+]([O-])=O.[Ce+4].[NH4+].[NH4+] (CAN). Run in C(C)#N (acetonitrile), O (water), O (water). Conditions: time 15 minute. The product is C(C)(=O)OCCCCCCCCC1CC=2C(C(=C(C(C2C1)=O)OC)OC)=O (2-(8-Acetoxyoctyl)-5,6-dimethoxyindan-4,7-dione). Yield: 60.4%. RXN SMILES: [C:1]([O:4][CH2:5][CH2:6][CH2:7][CH2:8][CH2:9][CH2:10][CH2:11][CH2:12][CH:13]1[CH2:21][C:20]2[C:15](=[C:16]([O:28]C)[C:17]([O:26][CH3:27])=[C:18]([O:24][CH3:25])[C:19]=2[O:22]C)[CH2:14]1)(=[O:3])[CH3:2].O=[N+]([O-])[O-].[O-][N+](=O)[O-].[O-][N+](=O)[O-].[O-][N+](=O)[O-].[O-][N+](=O)[O-].[O-][N+](=O)[O-].[Ce+4].[NH4+].[NH4+]>C(#N)C.O>[C:1]([O:4][CH2:5][CH2:6][CH2:7][CH2:8][CH2:9][CH2:10][CH2:11][CH2:12][CH:13]1[CH2:21][C:20]2[C:19](=[O:22])[C:18]([O:24][CH3:25])=[C:17]([O:26][CH3:27])[C:16](=[O:28])[C:15]=2[CH2:14]1)(=[O:3])[CH3:2] |f:1.2.3.4.5.6.7.8.9|. Procedure details: To a solution of 8-(4,5,6,7-tetramethoxyindan-2-yl)octyl acetate (1.25 g) in acetonitrile (13 ml) was dropwise added a solution of CAN (4.19 g) in water (13 ml) with cooling with ice. After the reaction mixture was stirred for 15 min, water was added to the reaction mixture, which was extracted with ethyl acetate. The organic layer was washed with water and saturated aqueous sodium chloride, and dried. The solvent was removed in vacuo. The residue was purified by silica gel column chromatography... Starting materials: FC(F)(F)c1cccc(-c2ccnc3c(Br)ncn23)c1, [C-]#N. Product: N#Cc1ncn2c(-c3cccc(C(F)(F)F)c3)ccnc12. RXN SMILES: [Br:1][c:2]1[n:3][cH:4][n:5]2[c:6]1[n:7][cH:8][cH:9][c:10]2-[c:11]1[cH:12][c:13]([C:17]([F:18])([F:19])[F:20])[cH:14][cH:15][cH:16]1.[C-:21]#[N:22]>>[c:2]1([C:21]#[N:22])[n:3][cH:4][n:5]2[c:6]1[n:7][cH:8][cH:9][c:10]2-[c:11]1[cH:12][c:13]([C:17]([F:18])([F:19])[F:20])[cH:14][cH:15][cH:16]1.